Dataset: the Open Reaction Database (ORD), a public repository of structured organic reaction records. Task: describe an organic reaction: reactants, conditions, products, and yield Reactants: C(CCCCCCCCCCCCCCC)C1C(=O)OC(C1)=O (2-Hexadecylsuccinic anhydride), hydrazide, C(C)(C)(C)C=1C=C(C=C(C1O)C(C)(C)C)CCC(=O)NN (3-(3,5-di-t-butyl-4-hydroxyphenyl)propanoic acid hydrazide), hydrazide. Reaction conditions: temperature 148 celsius. Product: C(C)(C)(C)C=1C=C(C=C(C1O)C(C)(C)C)CCC(=O)NN1C(C(CC1=O)CCCCCCCCCCCCCCCC)=O (N-[3-(3,5-di-t-butyl-4-hydroxyphenyl)propanamido]-2-hexadecylsuccinimide). Yield: 102.4%. Reaction SMILES: [CH2:1]([CH:17]1[CH2:22][C:21](=[O:23])[O:20][C:18]1=O)[CH2:2][CH2:3][CH2:4][CH2:5][CH2:6][CH2:7][CH2:8][CH2:9][CH2:10][CH2:11][CH2:12][CH2:13][CH2:14][CH2:15][CH3:16].[C:24]([C:28]1[CH:29]=[C:30]([CH2:39][CH2:40][C:41]([NH:43][NH2:44])=[O:42])[CH:31]=[C:32]([C:35]([CH3:38])([CH3:37])[CH3:36])[C:33]=1[OH:34])([CH3:27])([CH3:26])[CH3:25]>>[C:35]([C:32]1[CH:31]=[C:30]([CH2:39][CH2:40][C:41]([NH:43][N:44]2[C:21](=[O:23])[CH2:22][CH:17]([CH2:1][CH2:2][CH2:3][CH2:4][CH2:5][CH2:6][CH2:7][CH2:8][CH2:9][CH2:10][CH2:11][CH2:12][CH2:13][CH2:14][CH2:15][CH3:16])[C:18]2=[O:20])=[O:42])[CH:29]=[C:28]([C:24]([CH3:25])([CH3:26])[CH3:27])[C:33]=1[OH:34])([CH3:36])([CH3:37])[CH3:38]. Procedure details: 2-Hexadecylsuccinic anhydride (10.5 g, 31.3 mmol) was heated to about 115° C. under a nitrogen atmosphere. To this stirred melt was added, in portions, 3-(3,5-di-t-butyl-4-hydroxyphenyl)propanoic acid hydrazide (9.2 g, 31.3 mmol). Successive additions of hydrazide required raising the melt temperature to facilitate stirring. The final addition of hydrazide was done at a melt temperature of approximately 135° C. After this final portion was blended into the melt, a vacuum was applied and the melt... Starting materials: [N+](=O)([O-])C=1C=C(C=CC1Cl)S(=O)(=O)Cl (3-nitro-4-chlorobenzenesulfonyl chloride), ClCCl (dichloromethane), C(CCCCCCCCCCCCCCC)N (hexadecylamine), ClCCl (dichloromethane). The yield is 88.0%. Product: C(CCCCCCCCCCCCCCC)NS(=O)(=O)C1=CC(=C(C=C1)Cl)[N+](=O)[O-] (N-Hexadecyl-3-nitro-4-chlorobenzenesulfonamide). Reported procedure: 800 g of 3-nitro-4-chlorobenzenesulfonyl chloride and 1,000 ml of dichloromethane were mixed, and thereto was added dropwise a dichloromethane solution containing 600 g of hexadecylamine and 251 ml of triethylamine. After the completion of the reaction, the solvent used was distilled away under reduced pressure, and the residue was dissolved under heating in 3,000 ml of ethanol. Upon gradual cooling, crystals separated out. These crystals were filtered off, and dried. Yield: 1,020 g, Percent yie... Reaction SMILES: [N+:1]([C:4]1[CH:5]=[C:6]([S:11](Cl)(=[O:13])=[O:12])[CH:7]=[CH:8][C:9]=1[Cl:10])([O-:3])=[O:2].ClCCl.[CH2:18]([NH2:34])[CH2:19][CH2:20][CH2:21][CH2:22][CH2:23][CH2:24][CH2:25][CH2:26][CH2:27][CH2:28][CH2:29][CH2:30][CH2:31][CH2:32][CH3:33]>C(N(CC)CC)C>[CH2:18]([NH:34][S:11]([C:6]1[CH:7]=[CH:8][C:9]([Cl:10])=[C:4]([N+:1]([O-:3])=[O:2])[CH:5]=1)(=[O:13])=[O:12])[CH2:19][CH2:20][CH2:21][CH2:22][CH2:23][CH2:24][CH2:25][CH2:26][CH2:27][CH2:28][CH2:29][CH2:30][CH2:31][CH2:32][CH3:33]. Solvent: C(C)N(CC)CC (triethylamine). The reactants are Cl (HCl), NC1=NS(N=C1NCCSCC1=CSC(=C1)CN(C)C)=O (3-amino-4-{2-[(5-dimethylaminomethyl-3-thienyl)methylthio]ethylamino}-1,2,5-thiadiazole 1-oxide). The solvent is CO (methanol). Run at time 3 hour. Yields the product Cl.Cl.Cl.CN(C)CC1=CC(=CS1)CSCCNC(C(N)=N)=N (N-{2-[(5-dimethylaminomethyl-3-thienyl)methylthio]ethyl}-ethanediimidamide trihydrochloride). The yield is 80.0%. RXN SMILES: [NH2:1][C:2]1[C:6]([NH:7][CH2:8][CH2:9][S:10][CH2:11][C:12]2[CH:16]=[C:15]([CH2:17][N:18]([CH3:20])[CH3:19])[S:14][CH:13]=2)=[N:5]S(=O)[N:3]=1.[ClH:22]>CO>[ClH:22].[ClH:22].[ClH:22].[CH3:20][N:18]([CH2:17][C:15]1[S:14][CH:13]=[C:12]([CH2:11][S:10][CH2:9][CH2:8][NH:7][C:6](=[NH:5])[C:2](=[NH:1])[NH2:3])[CH:16]=1)[CH3:19] |f:3.4.5.6|. Reported procedure: A suspension of 3-amino-4-{2-[(5-dimethylaminomethyl-3-thienyl)methylthio]ethylamino}-1,2,5-thiadiazole 1-oxide (7.8 g; 22.6 mmoles) [prepared according to the procedure of U.S. Pat. No. 4,374,248] in 150 ml of methanol was treated with 15.0 ml of concentrated HCl. After stirring at ambient temperature for 3 hours, the solution was concentrated and the residue triturated with 1-propanol, filtered and dried to give 7.38 g (80%) of product. A sample was recrystallized from methanol-acetone to give... Starting materials: CCCCCCc1cc(S(C)=O)cc2c(=O)c3cc(C(=O)OC)ccc3oc12, [N-]=[N+]=[N-], [NH4+], [Na+], [OH-]. The product is CCCCCCc1cc(S(C)(=N)=O)cc2c(=O)c3cc(C(=O)OC)ccc3oc12. Reaction SMILES: [CH3:5][S:6](=[O:7])[c:8]1[cH:9][c:10]([CH2:27][CH2:28][CH2:29][CH2:30][CH2:31][CH3:32])[c:11]2[o:12][c:13]3[cH:14][cH:15][c:16]([C:23](=[O:24])[O:25][CH3:26])[cH:17][c:18]3[c:19](=[O:22])[c:20]2[cH:21]1.[N-:2]=[N+:3]=[N-:4].[NH4+:33].[Na+:1].[OH-:34]>>[CH3:5][S:6](=[O:7])([c:8]1[cH:9][c:10]([CH2:27][CH2:28][CH2:29][CH2:30][CH2:31][CH3:32])[c:11]2[o:12][c:13]3[cH:14][cH:15][c:16]([C:23](=[O:24])[O:25][CH3:26])[cH:17][c:18]3[c:19](=[O:22])[c:20]2[cH:21]1)=[NH:33]. Starting materials: C, CC(=O)[O-], CO, O=C1COC(c2ccnc(Cl)c2)=NN1c1ccccc1, Cl, [Na+], [Pd]. The product is Cl, O=C1COC(c2ccncc2)=NN1c1ccccc1. As a reaction SMILES: [C:29].[CH3:23][C:24](=[O:25])[O-:26].[CH3:27][OH:28].[Cl:2][c:3]1[n:4][cH:5][cH:6][c:7]([C:9]2=[N:14][N:13]([c:15]3[cH:16][cH:17][cH:18][cH:19][cH:20]3)[C:12](=[O:21])[CH2:11][O:10]2)[cH:8]1.[ClH:1].[Na+:22].[Pd:30]>>[ClH:2].[cH:3]1[n:4][cH:5][cH:6][c:7]([C:9]2=[N:14][N:13]([c:15]3[cH:16][cH:17][cH:18][cH:19][cH:20]3)[C:12](=[O:21])[CH2:11][O:10]2)[cH:8]1. Reactants: CCN=C=NCCCN(C)C, CN(C)c1ccncc1, COc1ccc(Cl)cc1C(=O)O, Cl, Cl, Nc1ncc(Cl)s1, On1nnc2ccccc21, c1ccncc1. Yields the product COc1ccc(Cl)cc1C(=O)Nc1ncc(Cl)s1. As a reaction SMILES: [CH2:22]([N:23]=[C:24]=[N:25][CH2:26][CH2:27][CH2:28][N:29]([CH3:30])[CH3:31])[CH3:32].[CH3:43][N:44]([CH3:45])[c:46]1[cH:47][cH:48][n:49][cH:50][cH:51]1.[Cl:9][c:10]1[cH:11][cH:12][c:13]([O:19][CH3:20])[c:14]([C:15](=[O:16])[OH:17])[cH:18]1.[ClH:1].[ClH:21].[NH2:2][c:3]1[s:4][c:5]([Cl:8])[cH:6][n:7]1.[OH:33][n:34]1[c:35]2[cH:36][cH:37][cH:38][cH:39][c:40]2[n:41][n:42]1.[cH:52]1[cH:53][cH:54][n:55][cH:56][cH:57]1>>[NH:2]([c:3]1[s:4][c:5]([Cl:8])[cH:6][n:7]1)[C:15]([c:14]1[c:13]([O:19][CH3:20])[cH:12][cH:11][c:10]([Cl:9])[cH:18]1)=[O:16]. Reactants: CC=1C(=NC(=CC1)C)C(=O)O (3,6-dimethyl-2-pyridinecarboxylic acid), N,N'-carbonyldiimidazole, NC1=NN=NN1 (5-aminotetrazole). Yields the product N1N=NN=C1NC(=O)C1=NC(=CC=C1C)C (N-(5-tetrazolyl)-3,6-dimethyl-2-pyridinecarboxamide). Isolated yield 62.0%. Reaction SMILES: [CH3:1][C:2]1[C:3]([C:9]([OH:11])=O)=[N:4][C:5]([CH3:8])=[CH:6][CH:7]=1.[NH2:12][C:13]1[NH:17][N:16]=[N:15][N:14]=1>>[NH:14]1[C:13]([NH:12][C:9]([C:3]2[C:2]([CH3:1])=[CH:7][CH:6]=[C:5]([CH3:8])[N:4]=2)=[O:11])=[N:17][N:16]=[N:15]1. Procedure details: 0.76 g of 3,6-dimethyl-2-pyridinecarboxylic acid, 0.82 g of N,N'-carbonyldiimidazole and 0.51 g of 5-aminotetrazole are treated in the same manner as described in Example 2. The crude product thus obtained is recrystallized from a mixture of dimethylformamide and ethanol, whereby 0.68 g of N-(5-tetrazolyl)-3,6-dimethyl-2-pyridinecarboxamide is obtained. Reactants: N#Cc1ccc(B(O)O)cc1, [K+], CC(C)(C)OC(=O)N1CCC(COCc2cc(N)cc(Br)c2)(c2ccccc2)CC1, C1CCOC1, [OH-], [Pd], c1ccc(P(c2ccccc2)c2ccccc2)cc1, c1ccc(P(c2ccccc2)c2ccccc2)cc1, c1ccc(P(c2ccccc2)c2ccccc2)cc1, c1ccc(P(c2ccccc2)c2ccccc2)cc1. The product is CC(C)(C)OC(=O)N1CCC(COCc2cc(N)cc(-c3ccc(C#N)cc3)c2)(c2ccccc2)CC1. Reaction SMILES: [C:31](#[N:32])[c:33]1[cH:34][cH:35][c:36]([B:39]([OH:40])[OH:41])[cH:37][cH:38]1.[K+:43].[NH2:1][c:2]1[cH:3][c:4]([CH2:5][O:6][CH2:7][C:8]2([c:21]3[cH:22][cH:23][cH:24][cH:25][cH:26]3)[CH2:9][CH2:10][N:11]([C:14](=[O:15])[O:16][C:17]([CH3:18])([CH3:19])[CH3:20])[CH2:12][CH2:13]2)[cH:27][c:28]([Br:30])[cH:29]1.[O:44]1[CH2:45][CH2:46][CH2:47][CH2:48]1.[OH-:42].[Pd:49].[c:107]1([P:108]([c:109]2[cH:110][cH:111][cH:112][cH:113][cH:114]2)[c:115]2[cH:116][cH:117][cH:118][cH:119][cH:120]2)[cH:121][cH:122][cH:123][cH:124][cH:125]1.[c:50]1([P:51]([c:52]2[cH:53][cH:54][cH:55][cH:56][cH:57]2)[c:58]2[cH:59][cH:60][cH:61][cH:62][cH:63]2)[cH:64][cH:65][cH:66][cH:67][cH:68]1.[c:69]1([P:70]([c:71]2[cH:72][cH:73][cH:74][cH:75][cH:76]2)[c:77]2[cH:78][cH:79][cH:80][cH:81][cH:82]2)[cH:83][cH:84][cH:85][cH:86][cH:87]1.[c:88]1([P:89]([c:90]2[cH:91][cH:92][cH:93][cH:94][cH:95]2)[c:96]2[cH:97][cH:98][cH:99][cH:100][cH:101]2)[cH:102][cH:103][cH:104][cH:105][cH:106]1>>[NH2:1][c:2]1[cH:3][c:4]([CH2:5][O:6][CH2:7][C:8]2([c:21]3[cH:22][cH:23][cH:24][cH:25][cH:26]3)[CH2:9][CH2:10][N:11]([C:14](=[O:15])[O:16][C:17]([CH3:18])([CH3:19])[CH3:20])[CH2:12][CH2:13]2)[cH:27][c:28](-[c:36]2[cH:35][cH:34][c:33]([C:31]#[N:32])[cH:38][cH:37]2)[cH:29]1.